This data is from the Open Reaction Database (ORD), a public repository of structured organic reaction records. The task is: describe an organic reaction: reactants, conditions, products, and yield The reactants are BrCc1ccc2ccccc2c1, CCOC(=O)c1ccc(O)c(OC)c1. Product: CCOC(=O)c1ccc(OCc2ccc3ccccc3c2)c(OC)c1. Reaction SMILES: [Br:1][CH2:2][c:3]1[cH:4][c:5]2[cH:6][cH:7][cH:8][cH:9][c:10]2[cH:11][cH:12]1.[C:13]([c:14]1[cH:15][c:16]([O:17][CH3:18])[c:19]([OH:20])[cH:21][cH:22]1)(=[O:23])[O:24][CH2:25][CH3:26]>>[CH2:2]([c:3]1[cH:4][c:5]2[cH:6][cH:7][cH:8][cH:9][c:10]2[cH:11][cH:12]1)[O:20][c:19]1[c:16]([O:17][CH3:18])[cH:15][c:14]([C:13](=[O:23])[O:24][CH2:25][CH3:26])[cH:22][cH:21]1. Starting materials: C(=O)(O)[O-].[Na+] (NaHCO3), C(C)(=O)C12CC3(CC2CC(C1)C3)C(=O)OC (methyl 3-acetyltricyclo[3.3.1.03,7]nonane-1-carboxylate), C(CO)O (1,2-ethanediol), CC=1C=CC(=CC1)S(=O)(=O)O (p-TSA). The solvent is C1=CC=CC=C1 (benzene). The product is CC1(OCCO1)C12CC3(CC2CC(C1)C3)C(=O)OC (methyl 3-(2-methyl-1,3-dioxolan-2-yl)tricyclo[3.3.1.03,7]nonane-1-carboxylate). The yield is 93.0%. Reaction SMILES: [C:1]([C:4]12[CH2:11][CH:10]3[CH2:12][C:6]([C:13]([O:15][CH3:16])=[O:14])([CH2:7][CH:8]1[CH2:9]3)[CH2:5]2)(=[O:3])[CH3:2].[CH2:17](O)[CH2:18][OH:19].CC1C=CC(S(O)(=O)=O)=CC=1.C([O-])(O)=O.[Na+]>C1C=CC=CC=1>[CH3:2][C:1]1([C:4]23[CH2:11][CH:10]4[CH2:12][C:6]([C:13]([O:15][CH3:16])=[O:14])([CH2:7][CH:8]2[CH2:9]4)[CH2:5]3)[O:19][CH2:18][CH2:17][O:3]1 |f:3.4|. Reported procedure: A mixture of methyl 3-acetyltricyclo[3.3.1.03,7]nonane-1-carboxylate (2.0 g, 8.9 mmol) obtained in step II, 1,2-ethanediol (8.9 mL), p-TSA (47 mg, 5 mol %) and benzene (36 mL) was refluxed using a Dean-Stark apparatus for 1 h. The reaction mixture was cooled to room temperature, 10% aq. NaHCO3 (36 mL) was added, and the two layers were separated. The aqueous layer was extracted with EtOAc. The combined organic layers were washed with brine, dried over Na2SO4, and the solvent was evaporated under... Reactants: CC(=O)OC(C)=O, Cc1ccccc1, Nc1ccc(-c2ccccc2)cc1. The product is CC(=O)Nc1ccc(-c2ccccc2)cc1. Reaction SMILES: [CH3:14][C:15](=[O:16])[O:17][C:18](=[O:19])[CH3:20].[CH3:21][c:22]1[cH:23][cH:24][cH:25][cH:26][cH:27]1.[NH2:1][c:2]1[cH:3][cH:4][c:5](-[c:8]2[cH:9][cH:10][cH:11][cH:12][cH:13]2)[cH:6][cH:7]1>>[NH:1]([c:2]1[cH:3][cH:4][c:5](-[c:8]2[cH:9][cH:10][cH:11][cH:12][cH:13]2)[cH:6][cH:7]1)[C:15]([CH3:14])=[O:16].